From a dataset of the Open Reaction Database (ORD), a public repository of structured organic reaction records. describe an organic reaction: reactants, conditions, products, and yield Reactants: C(CCC)[Li] (n-Butyllithium), C1(=CC=CC=C1)C1=CC=C(C=C1)O (4-phenylphenol), O1CCCCC1 (tetrahydropyran), O1CCCCC1 (THP), C(=O)=O (CO2). The solvent is C1CCOC1 (THF). Conditions: time 2 hour. Yields the product OC1=C(C(=O)O)C=C(C=C1)C1=CC=CC=C1 (2-hydroxy-5-phenylbenzoic acid), crude product. As a reaction SMILES: O1CCCCC1.[C:7]1([C:13]2[CH:18]=[CH:17][C:16]([OH:19])=[CH:15][CH:14]=2)[CH:12]=[CH:11][CH:10]=[CH:9][CH:8]=1.C([Li])CCC.[C:25](=[O:27])=[O:26]>C1COCC1>[OH:19][C:16]1[CH:15]=[CH:14][C:13]([C:7]2[CH:8]=[CH:9][CH:10]=[CH:11][CH:12]=2)=[CH:18][C:17]=1[C:25]([OH:27])=[O:26]. Reported procedure: 2-hydroxy-5-phenylbenzoic acid was synthesized as follows. A solution of tetrahydropyran (THP)-protected 4-phenylphenol (474 mg. 2 mmol., prepared from 4-phenylphenol by standard methods described in Green and Wuts at pp. 31-34) in anhydrous THF (5 mL) was cooled to -78° C. and treated with n-Butyllithium (2 mL of 1.6M in hexanes). The reaction mixture was stirred and warmed to ambient temperature during which a tan suspension formed. After 2 hours, the reaction mixture was cooled to -78° C. and... Starting materials: C(C)(=O)OC(CC)[C@@H]1C[C@@H]([C@@H](O1)N1C(SC2=C1N=C(N=C2)N)=O)CC(=O)[O-] ([(2R,3R,5S)-5-(1-acetoxypropyl)-2-(5-amino-2-oxo-thiazolo[4,5-d]pyrimidin-3-yl)tetrahydrofuran-3-yl]acetate), C(C)(=O)OC([C@@H]1C[C@@H]([C@@H](O1)N1C(SC2=C1N=C(N=C2)N)=O)CC(=O)[O-])C2CC2 ([(2R,3R,5S)-5-[acetoxy(cyclopropyl)methyl]-2-(5-amino-2-oxo-thiazolo[4,5-d]pyrimidin-3-yl)tetrahydrofuran-3-yl]acetate), C(C)(=O)OC([C@@H]1C[C@@H]([C@@H](O1)N1C(SC2=C1N=C(N=C2)N)=O)CC(=O)[O-])C2CC2 ([(2R,3R,5S)-5-[acetoxy(cyclopropyl)methyl]-2-(5-amino-2-oxo-thiazolo[4,5-d]pyrimidin-3-yl)tetrahydrofuran-3-yl]acetate). Yields the product NC=1N=CC2=C(N1)N(C(S2)=O)[C@H]2[C@@H](C[C@H](O2)[C@H](C2CC2)OC(C)=O)O ([(S)-[(2S,4R,5R)-5-(5-amino-2-oxo-thiazolo[4,5-d]pyrimidin-3-yl)-4-hydroxy-tetrahydrofuran-2-yl]-cyclopropyl-methyl]acetate), Example 16-B. Reaction SMILES: [C:1]([O:4][CH:5]([CH:26]1[CH2:28][CH2:27]1)[C@H:6]1[O:10][C@@H:9]([N:11]2[C:15]3[N:16]=[C:17]([NH2:20])[N:18]=[CH:19][C:14]=3[S:13][C:12]2=[O:21])[C@@H:8](CC([O-])=O)[CH2:7]1)(=[O:3])[CH3:2].C(OC([C@H]1O[C@@H](N2C3N=C(N)N=CC=3SC2=O)[C@@H](CC([O-])=O)C1)CC)(=[O:31])C>>[NH2:20][C:17]1[N:18]=[CH:19][C:14]2[S:13][C:12](=[O:21])[N:11]([C@@H:9]3[O:10][C@H:6]([C@@H:5]([O:4][C:1](=[O:3])[CH3:2])[CH:26]4[CH2:27][CH2:28]4)[CH2:7][C@H:8]3[OH:31])[C:15]=2[N:16]=1. Procedure: The title compound was prepared in analogy to Example 4, by using [(2R,3R,5S)-5-[acetoxy(cyclopropyl)methyl]-2-(5-amino-2-oxo-thiazolo[4,5-d]pyrimidin-3-yl)tetrahydrofuran-3-yl] acetate (compound 16a) instead of [(2R,3R,5S)-5-(1-acetoxypropyl)-2-(5-amino-2-oxo-thiazolo[4,5-d]pyrimidin-3-yl)tetrahydrofuran-3-yl]acetate (compound 2a). Example 16 was purified and separated by preparative HPLC to afford Example 16-A and Example 16-B as white solid.